Dataset: the Open Reaction Database (ORD), a public repository of structured organic reaction records. Task: describe an organic reaction: reactants, conditions, products, and yield Reactants: N1(CCOCC1)C=1N=C(NC(C1)=O)CC(=O)[O-].[Na+] (sodium [4-(morpholin-4-yl)-6-oxo-1,6-dihydropyrimidin-2-yl]acetate), NC=1C=C(OCCO)C=CC1 (2-(3-aminophenoxy)ethanol). Yields the product OCCOC=1C=C(C=CC1)NC(CC=1NC(C=C(N1)N1CCOCC1)=O)=O (N-[3-(2-hydroxyethoxy)phenyl]-2-[4-(morpholin-4-yl)-6-oxo-1,6-dihydropyrimidin-2-yl]acetamide). The yield is 48.3%. As a reaction SMILES: [N:1]1([C:7]2[N:8]=[C:9]([CH2:14][C:15]([O-:17])=O)[NH:10][C:11](=[O:13])[CH:12]=2)[CH2:6][CH2:5][O:4][CH2:3][CH2:2]1.[Na+].[NH2:19][C:20]1[CH:21]=[C:22]([CH:27]=[CH:28][CH:29]=1)[O:23][CH2:24][CH2:25][OH:26]>>[OH:26][CH2:25][CH2:24][O:23][C:22]1[CH:21]=[C:20]([NH:19][C:15](=[O:17])[CH2:14][C:9]2[NH:10][C:11](=[O:13])[CH:12]=[C:7]([N:1]3[CH2:2][CH2:3][O:4][CH2:5][CH2:6]3)[N:8]=2)[CH:29]=[CH:28][CH:27]=1 |f:0.1|. Reported procedure: The product is prepared according to the procedure described in Example 5, using 260 mg of sodium [4-(morpholin-4-yl)-6-oxo-1,6-dihydropyrimidin-2-yl]acetate and 294 mg of 2-(3-aminophenoxy)ethanol in place of the 2,4-difluoroaniline. 180 mg of N-[3-(2-hydroxyethoxy)phenyl]-2-[4-(morpholin-4-yl)-6-oxo-1,6-dihydropyrimidin-2-yl]acetamide are obtained in the form of a pinkish solid, the characteristics of which are the following: Starting materials: COCC1=C(C(N(CO1)C(C(=O)OC(C)(C)C)(C)C)=O)C1=CC=CC=C1 (tert butyl 2-(2,3-dihydro-6-methoxymethyl-4-oxo-5-phenyl-4H-1,3-oxazin-3-yl)-2-methylpropanoate), FC(C(=O)O)(F)F (trifluoroacetic acid), FC(C(=O)O)(F)F (trifluoroacetic acid). The solvent is ClCCl (dichloromethane), ClCCl (dichloromethane). Yields the product COCC1=C(C(N(CO1)C(C(=O)O)(C)C)=O)C1=CC=CC=C1 (2-(2,3-dihydro-6-methoxymethyl-4-oxo-5-phenyl-4H-1,3-oxazin-3-yl)-2-methylpropanoic acid). Isolated yield 79.2%. Reaction SMILES: [CH3:1][O:2][CH2:3][C:4]1[O:9][CH2:8][N:7]([C:10]([CH3:19])([CH3:18])[C:11]([O:13]C(C)(C)C)=[O:12])[C:6](=[O:20])[C:5]=1[C:21]1[CH:26]=[CH:25][CH:24]=[CH:23][CH:22]=1.FC(F)(F)C(O)=O>ClCCl>[CH3:1][O:2][CH2:3][C:4]1[O:9][CH2:8][N:7]([C:10]([CH3:19])([CH3:18])[C:11]([OH:13])=[O:12])[C:6](=[O:20])[C:5]=1[C:21]1[CH:22]=[CH:23][CH:24]=[CH:25][CH:26]=1. Procedure details: A mixture of tert butyl 2-(2,3-dihydro-6-methoxymethyl-4-oxo-5-phenyl-4H-1,3-oxazin-3-yl)-2-methylpropanoate (2.6 g) and trifluoroacetic acid (2.05 g) was stirred in dichloromethane for 20 hours at 35° C. A further addition of trifluoroacetic acid (0.82 g) was made and the solution heated under reflux for 24 hours. The cooled mixture was diluted (dichloromethane) and extracted (sodium carbonate solution). The aqueous extract was acidified (2 M hydrochloric acid solution), extracted (ethyl acetat... The reactants are [OH-].[Na+] (sodium hydroxide), COC(CC1C2CC3CC(CC1C3)(C2)OC)=O (5-methoxy-2-adamantyl acetic acid methyl ester). The solvent is CO (methanol). Run at time 7 hour. The product is COC12CC3C(C(CC(C1)C3)C2)CC(=O)O (5-methoxy-2-adamantyl acetic acid). Reaction SMILES: [OH-].[Na+].C[O:4][C:5](=[O:19])[CH2:6][CH:7]1[CH:14]2[CH2:15][CH:10]3[CH2:11][C:12]([O:17][CH3:18])([CH2:16][CH:8]1[CH2:9]3)[CH2:13]2>CO>[CH3:18][O:17][C:12]12[CH2:16][CH:8]3[CH2:9][CH:10]([CH2:15][CH:14]([CH:7]3[CH2:6][C:5]([OH:19])=[O:4])[CH2:13]1)[CH2:11]2 |f:0.1|. Procedure details: Aqueous 2.5 N sodium hydroxide solution 0.13 ml was added to methanol 2 ml solution of 5-methoxy-2-adamantyl acetic acid methyl ester 50.0 mg obtained in referential example 9 and stirred at room temperature for 7 hours. Reaction mixture was concentrated in vacuo. Saturated sodium bicarbonate solution was added to the residue and washed with ether. Aqueous layer was adjused to pH 1 by adding 12 N hydrochloric acid, and extracted with ethyl acetate, then dried by adding anhydrous sodium sulfate. ... Reactants: C=CCCNc1cc(C(=O)OC(C)(C)C)cc(C)n1, O=C(O)C(F)(F)F. Product: C=CCCNc1cc(C(=O)O)cc(C)n1. Reaction SMILES: [C:1]([CH3:2])([CH3:3])([CH3:4])[O:5][C:6]([c:7]1[cH:8][c:9]([NH:14][CH2:15][CH2:16][CH:17]=[CH2:18])[n:10][c:11]([CH3:13])[cH:12]1)=[O:19].[F:20][C:21]([F:22])([F:23])[C:24]([OH:25])=[O:26]>>[O:5]=[C:6]([c:7]1[cH:8][c:9]([NH:14][CH2:15][CH2:16][CH:17]=[CH2:18])[n:10][c:11]([CH3:13])[cH:12]1)[OH:19]. Starting materials: C(C)(C)(C)OC(=O)N1CCC(CC1)(C1=C(C=CC(=C1)F)S)O (4-hydroxy-4-(2-mercapto-5-fluoro-phenyl)-piperidine-1-carboxylic acid tert-butyl ester), ClC1=CC(=CC=C1)I (1-chloro-3-iodo-benzene). Product: C(C)(C)(C)OC(=O)N1CCC(CC1)(O)C1=C(C=CC(=C1)F)SC1=CC(=CC=C1)Cl (1-tert-Butoxycarbonyl-4-[2-(3-chloro-phenylsulfanyl)-5-fluoro-phenyl]-piperidine-4-ol). As a reaction SMILES: [C:1]([O:5][C:6]([N:8]1[CH2:13][CH2:12][C:11]([OH:22])([C:14]2[CH:19]=[C:18]([F:20])[CH:17]=[CH:16][C:15]=2[SH:21])[CH2:10][CH2:9]1)=[O:7])([CH3:4])([CH3:3])[CH3:2].[Cl:23][C:24]1[CH:29]=[CH:28][CH:27]=[C:26](I)[CH:25]=1>>[C:1]([O:5][C:6]([N:8]1[CH2:9][CH2:10][C:11]([C:14]2[CH:19]=[C:18]([F:20])[CH:17]=[CH:16][C:15]=2[S:21][C:26]2[CH:27]=[CH:28][CH:29]=[C:24]([Cl:23])[CH:25]=2)([OH:22])[CH2:12][CH2:13]1)=[O:7])([CH3:4])([CH3:2])[CH3:3]. Reported procedure: Prepared from 4-hydroxy-4-(2-mercapto-5-fluoro-phenyl)-piperidine-1-carboxylic acid tert-butyl ester and 1-chloro-3-iodo-benzene. Starting materials: [H-].C(C(C)C)[Al+]CC(C)C (diisobutylaluminium hydride), CC1(CCOC2=CC=C(C=C12)/C(=C/C1=CC=C(C(=O)OCC)C=C1)/C)C (ethyl p-[(E)-2-(4,4-dimethyl-6-chromanyl)propenyl]benzoate), CO.O (methanol water). Solvent: CCOCC (ether). Reaction conditions: temperature 0 celsius, time 1 hour. The product is CC1(CCOC2=C1C=C(C=C2)/C(=C/C2=CC=C(CO)C=C2)/C)C (p-[(E)-2-(3,4-dihydro-4,4-dimethyl-1-benzopyran-6-yl)propenyl]benzyl alcohol). The yield is 82.4%. Reaction SMILES: [CH3:1][C:2]1([CH3:26])[C:11]2[C:6](=[CH:7][CH:8]=[C:9](/[C:12](/[CH3:25])=[CH:13]/[C:14]3[CH:24]=[CH:23][C:17]([C:18](OCC)=[O:19])=[CH:16][CH:15]=3)[CH:10]=2)[O:5][CH2:4][CH2:3]1.[H-].C([Al+]CC(C)C)C(C)C.CO.O>CCOCC>[CH3:1][C:2]1([CH3:26])[C:11]2[CH:10]=[C:9](/[C:12](/[CH3:25])=[CH:13]/[C:14]3[CH:15]=[CH:16][C:17]([CH2:18][OH:19])=[CH:23][CH:24]=3)[CH:8]=[CH:7][C:6]=2[O:5][CH2:4][CH2:3]1 |f:1.2,3.4|. Procedure: 4.0 g of ethyl p-[(E)-2-(4,4-dimethyl-6-chromanyl)propenyl]benzoate were dissolved in 50 ml of ether and the solution was treated slowly at 0° C. with 25.2 ml of a diisobutylaluminium hydride solution (20% in toluene). After stirring at 0° C. for 1 hour, 25 ml of methanol/water (1:1) were cautiously added dropwise thereto, the mixture was stirred at room temperature for 30 minutes and the precipitate was filtered off. The filtrate was dried, filtered over a short column of silica gel [eluting ag... The reactants are COC(=O)Cc1ccc(NC(=O)c2cn(Cc3ccccc3)c3ccccc23)c(Cl)c1, C1CCOC1, [Na+], [OH-]. The product is O=C(O)Cc1ccc(NC(=O)c2cn(Cc3ccccc3)c3ccccc23)c(Cl)c1. Reaction SMILES: [CH2:1]([c:2]1[cH:3][cH:4][cH:5][cH:6][cH:7]1)[n:8]1[cH:9][c:10]([C:17](=[O:18])[NH:19][c:20]2[c:21]([Cl:31])[cH:22][c:23]([CH2:26][C:27](=[O:28])[O:29][CH3:30])[cH:24][cH:25]2)[c:11]2[cH:12][cH:13][cH:14][cH:15][c:16]12.[CH2:34]1[O:35][CH2:36][CH2:37][CH2:38]1.[Na+:33].[OH-:32]>>[CH2:1]([c:2]1[cH:3][cH:4][cH:5][cH:6][cH:7]1)[n:8]1[cH:9][c:10]([C:17](=[O:18])[NH:19][c:20]2[c:21]([Cl:31])[cH:22][c:23]([CH2:26][C:27](=[O:28])[OH:29])[cH:24][cH:25]2)[c:11]2[cH:12][cH:13][cH:14][cH:15][c:16]12.